From a dataset of the Open Reaction Database (ORD), a public repository of structured organic reaction records. describe an organic reaction: reactants, conditions, products, and yield The solvent is C(Cl)Cl (methylene chloride). Procedure details: Under a nitrogen atmosphere, 29.16 g (97.67 mmol) of phytanol and 9.27 g (117.2 mmol) of pyridine were dissolved in 220 ml of dry methylene chloride, and 20.48 g (107.4 mmol) of p-toluenesulfonyl chloride was added little by little under ice cooling, in order to prevent the liquid temperature from exceeding 10° C. After the completion of addition, agitation was continued for 12 hours until phytanol disappeared, the resulting reaction solution was successively washed with 200 ml of water, 200 ml ... The product is S(=O)(=O)(OCCC(C)CCCC(C)CCCC(C)CCCC(C)C)C1=CC=C(C)C=C1 (phytanyl tosylate). Reactants: C(CC(C)CCCC(C)CCCC(C)CCCC(C)C)O (phytanol), C(CC(C)CCCC(C)CCCC(C)CCCC(C)C)O (phytanol), N1=CC=CC=C1 (pyridine), C1(=CC=C(C=C1)S(=O)(=O)Cl)C (p-toluenesulfonyl chloride). Reaction SMILES: [CH2:1]([OH:21])[CH2:2][CH:3]([CH2:5][CH2:6][CH2:7][CH:8]([CH2:10][CH2:11][CH2:12][CH:13]([CH2:15][CH2:16][CH2:17][CH:18]([CH3:20])[CH3:19])[CH3:14])[CH3:9])[CH3:4].N1C=CC=CC=1.[C:28]1([CH3:38])[CH:33]=[CH:32][C:31]([S:34](Cl)(=[O:36])=[O:35])=[CH:30][CH:29]=1>C(Cl)Cl>[S:34]([C:31]1[CH:32]=[CH:33][C:28]([CH3:38])=[CH:29][CH:30]=1)([O:21][CH2:1][CH2:2][CH:3]([CH2:5][CH2:6][CH2:7][CH:8]([CH2:10][CH2:11][CH2:12][CH:13]([CH2:15][CH2:16][CH2:17][CH:18]([CH3:20])[CH3:19])[CH3:14])[CH3:9])[CH3:4])(=[O:36])=[O:35]. Yield: 138.7%. Reactants: NC1=C(C(=CC(=C1)C#N)C)N(C(=O)OC(C)(C)C)C(=O)OC(C)(C)C (Di-t-butyl (2-amino-4-cyano-6-methylphenyl)imidodicarbonate), N1=CC=CC=C1 (pyridine), ClC(=O)OCCCCCCC (heptyl chloroformate). Solvent: O (water). Run at time 10 minute. Product: C(C)(C)(C)OC(=O)N(C(OC(C)(C)C)=O)C1=C(C=C(C=C1C)C#N)NC(=O)OCCCCCCC (t-Butyl t-butoxycarbonyl(4-cyano-2-(((heptyloxy)carbonyl)amino)-6-methylphenyl)carbamate), liquid. The yield is 99.0%. As a reaction SMILES: [NH2:1][C:2]1[CH:7]=[C:6]([C:8]#[N:9])[CH:5]=[C:4]([CH3:10])[C:3]=1[N:11]([C:19]([O:21][C:22]([CH3:25])([CH3:24])[CH3:23])=[O:20])[C:12]([O:14][C:15]([CH3:18])([CH3:17])[CH3:16])=[O:13].N1C=CC=CC=1.Cl[C:33]([O:35][CH2:36][CH2:37][CH2:38][CH2:39][CH2:40][CH2:41][CH3:42])=[O:34]>O>[C:22]([O:21][C:19]([N:11]([C:3]1[C:4]([CH3:10])=[CH:5][C:6]([C:8]#[N:9])=[CH:7][C:2]=1[NH:1][C:33]([O:35][CH2:36][CH2:37][CH2:38][CH2:39][CH2:40][CH2:41][CH3:42])=[O:34])[C:12](=[O:13])[O:14][C:15]([CH3:18])([CH3:16])[CH3:17])=[O:20])([CH3:25])([CH3:24])[CH3:23]. Procedure details: Di-t-butyl (2-amino-4-cyano-6-methylphenyl)imidodicarbonate (104 mg, 0.3 mmol) obtained in Step 2 was added with pyridine (0.24 mL, 3 mmol, 10 eq) and heptyl chloroformate (0.11 mL, 0.6 mmol, 2 eq), and the mixture thus obtained was stirred at room temperature for 10 minutes, followed by further stirring at 80° C. for 2 hours. Upon completion of the reaction, the resulting product was added with distilled water, and extracted with ethyl acetate. The organic layer thus obtained was dried over MgS... The reactants are C(C)O[C@H](C(=O)OCC)CC1=CC=C(C=C1)OC\C=C(/C)\C1=CC=C(C=C1)C1=CC=C(C=C1)F ((E)-(S)-ethyl 2-ethoxy-3-{4-[3-(4′-fluoro-biphenyl-4-yl)-but-2-enyloxy]-phenyl}-propionate), [OH-].[Na+] (sodium hydroxide). Product: C(C)O[C@H](C(=O)O)CC1=CC=C(C=C1)OC\C=C(/C)\C1=CC=C(C=C1)C1=CC=C(C=C1)F ((E)-(S)-2-ethoxy-3-{4-[3-(4′-fluoro-biphenyl-4-yl)-but-2-enyloxy]-phenyl}-propionic acid). The yield is 52.7%. RXN SMILES: [CH2:1]([O:3][C@@H:4]([CH2:10][C:11]1[CH:16]=[CH:15][C:14]([O:17][CH2:18]/[CH:19]=[C:20](/[C:22]2[CH:27]=[CH:26][C:25]([C:28]3[CH:33]=[CH:32][C:31]([F:34])=[CH:30][CH:29]=3)=[CH:24][CH:23]=2)\[CH3:21])=[CH:13][CH:12]=1)[C:5]([O:7]CC)=[O:6])[CH3:2].[OH-].[Na+]>>[CH2:1]([O:3][C@@H:4]([CH2:10][C:11]1[CH:16]=[CH:15][C:14]([O:17][CH2:18]/[CH:19]=[C:20](/[C:22]2[CH:27]=[CH:26][C:25]([C:28]3[CH:29]=[CH:30][C:31]([F:34])=[CH:32][CH:33]=3)=[CH:24][CH:23]=2)\[CH3:21])=[CH:13][CH:12]=1)[C:5]([OH:7])=[O:6])[CH3:2] |f:1.2|. Procedure: The title compound was prepared from (E)-(S)-ethyl 2-ethoxy-3-{4-[3-(4′-fluoro-biphenyl-4-yl)-but-2-enyloxy]-phenyl}-propionate (example 153) (463 mg, 1.0 mmol) and sodium hydroxide (1M, 1.5 ml, 1.5 mmol) by a procedure analogous to that described in example 51, yielding (E)-(S)-2-ethoxy-3-{4-[3-(4′-fluoro-biphenyl-4-yl)-but-2-enyloxy]-phenyl}-propionic acid (229 mg, 53%) as a colourless solid containing a trace of water.